From a dataset of the Open Reaction Database (ORD), a public repository of structured organic reaction records. describe an organic reaction: reactants, conditions, products, and yield Starting materials: ice water, [H-].[Na+] (NaH), C(C)(C)(C)OC(=O)N1[C@H](CCC1)COS(=O)(=O)C1=CC=C(C=C1)C ((R)-2-(toluene-4-sulfonyloxymethyl)-pyrrolidine-1-carboxylic acid tert-butyl ester), OC1=CC=C(C=C1)N1C(C2=CC=CC=C2C1=O)=O (2-(4-Hydroxy-phenyl)-isoindole-1,3-dione). Solvent: CN(C)C=O (DMF). Conditions: time 30 minute. Product: C(C)(C)(C)OC(=O)N1[C@H](CCC1)COC1=CC=C(C=C1)N1C(C2=CC=CC=C2C1=O)=O ((R)-2-[4-(1,3-Dioxo-1,3-dihydro-isoindol-2-yl)-phenoxymethyl]-pyrrolidine-1-carboxylic acid tert-butyl ester). The yield is 56.8%. Reaction SMILES: [H-].[Na+].[OH:3][C:4]1[CH:9]=[CH:8][C:7]([N:10]2[C:18](=[O:19])[C:17]3[C:12](=[CH:13][CH:14]=[CH:15][CH:16]=3)[C:11]2=[O:20])=[CH:6][CH:5]=1.[C:21]([O:25][C:26]([N:28]1[CH2:32][CH2:31][CH2:30][C@@H:29]1[CH2:33]OS(C1C=CC(C)=CC=1)(=O)=O)=[O:27])([CH3:24])([CH3:23])[CH3:22]>CN(C=O)C>[C:21]([O:25][C:26]([N:28]1[CH2:32][CH2:31][CH2:30][C@@H:29]1[CH2:33][O:3][C:4]1[CH:5]=[CH:6][C:7]([N:10]2[C:18](=[O:19])[C:17]3[C:12](=[CH:13][CH:14]=[CH:15][CH:16]=3)[C:11]2=[O:20])=[CH:8][CH:9]=1)=[O:27])([CH3:24])([CH3:22])[CH3:23] |f:0.1|. Procedure: To a 25 mL vial which contained a suspension of NaH (60% in mineral oil, 30 mg, 0.75 mmol) in DMF (3 mL) was added 2-(4-Hydroxy-phenyl)-isoindole-1,3-dione (105 mg, 0.5 mmol) at 0° C. The mixture was allowed to warm to rt and stir at rt for 30 min then cooled to 0° C. To this reaction mixture was added (R)-2-(toluene-4-sulfonyloxymethyl)-pyrrolidine-1-carboxylic acid tert-butyl ester (173 mg, 0.5 mmol) at 0° C. The resulting mixture was allowed to warm to rt and stir at rt for 30 min and then wa...